From a dataset of the Open Reaction Database (ORD), a public repository of structured organic reaction records. describe an organic reaction: reactants, conditions, products, and yield Reactants: C(CCC)OC(=O)C=1NC(C2=CC=C(C=C2C1O)OC1=CC=C(C=C1)OCCC)=O (4-hydroxy-1-oxo-6-(4-propoxy-phenoxy)-1,2-dihydro-isoquinoline-3-carboxylic acid butyl ester), P(=O)(Br)(Br)Br (POBr3), C1(=CC=CC=C1)C (toluene). The solvent is CCOC(=O)C (EtOAc). Product: C(CCC)OC(=O)C=1N=C(C2=CC=C(C=C2C1O)OC1=CC=C(C=C1)OCCC)Br (1-Bromo-4-hydroxy-6-(4-propoxy-phenoxy)-isoquinoline-3-carboxylic acid butyl ester). Isolated yield 89.4%. Reaction SMILES: [CH2:1]([O:5][C:6]([C:8]1[NH:9][C:10](=O)[C:11]2[C:16]([C:17]=1[OH:18])=[CH:15][C:14]([O:19][C:20]1[CH:25]=[CH:24][C:23]([O:26][CH2:27][CH2:28][CH3:29])=[CH:22][CH:21]=1)=[CH:13][CH:12]=2)=[O:7])[CH2:2][CH2:3][CH3:4].P(Br)(Br)([Br:33])=O.C1(C)C=CC=CC=1>CCOC(C)=O>[CH2:1]([O:5][C:6]([C:8]1[N:9]=[C:10]([Br:33])[C:11]2[C:16]([C:17]=1[OH:18])=[CH:15][C:14]([O:19][C:20]1[CH:25]=[CH:24][C:23]([O:26][CH2:27][CH2:28][CH3:29])=[CH:22][CH:21]=1)=[CH:13][CH:12]=2)=[O:7])[CH2:2][CH2:3][CH3:4]. Procedure details: A mixture of 4-hydroxy-1-oxo-6-(4-propoxy-phenoxy)-1,2-dihydro-isoquinoline-3-carboxylic acid butyl ester (495 mg, 1.20 mmol), POBr3 (379 mg, 1.32 mmol), and toluene was microwaved at 110° C. for 25 min. Subsequently, the mixture was diluted with EtOAc, washed with aqueous NaHCO3 and saturated NaCl solution before it was dried over anhydrous sodium sulfate and concentrated in vacuo to give the crude title product (509 mg) that was used in the next step without further purification. 1H NMR (200 M... Starting materials: COC=1C=C(C(=O)O)C=C(C1OC)OC (3,4,5-trimethoxybenzoic acid), S(=O)(Cl)Cl (thionyl chloride). Yields the product COC=1C=C(C(=O)Cl)C=C(C1OC)OC (3,4,5-TRIMETHOXYBENZOYL CHLORIDE). RXN SMILES: [CH3:1][O:2][C:3]1[CH:4]=[C:5]([CH:9]=[C:10]([O:14][CH3:15])[C:11]=1[O:12][CH3:13])[C:6](O)=[O:7].S(Cl)([Cl:18])=O>>[CH3:1][O:2][C:3]1[CH:4]=[C:5]([CH:9]=[C:10]([O:14][CH3:15])[C:11]=1[O:12][CH3:13])[C:6]([Cl:18])=[O:7]. Procedure: 10 g of (0.047 mole) of 3,4,5-trimethoxybenzoic acid are suspended in 120 ml of thionyl chloride and refluxed for 2 hours. The solution is concentrated under reduced pressure. The residual oil crystallizes immediately after the addition of petroleum ether. The crystals are spun and washed with petroleum ether.